Dataset: the Open Reaction Database (ORD), a public repository of structured organic reaction records. Task: describe an organic reaction: reactants, conditions, products, and yield Reactants: BrB(Br)Br, COc1cccc2cc(-c3ccnc(NCCCN4CCN(C)CC4)n3)sc12, ClCCl. Yields the product CN1CCN(CCCNc2nccc(-c3cc4cccc(O)c4s3)n2)CC1. RXN SMILES: [B:29]([Br:30])([Br:31])[Br:32].[CH3:1][O:2][c:3]1[cH:4][cH:5][cH:6][c:7]2[c:8]1[s:9][c:10](-[c:12]1[n:13][c:14]([NH:18][CH2:19][CH2:20][CH2:21][N:22]3[CH2:23][CH2:24][N:25]([CH3:28])[CH2:26][CH2:27]3)[n:15][cH:16][cH:17]1)[cH:11]2.[Cl:33][CH2:34][Cl:35]>>[OH:2][c:3]1[cH:4][cH:5][cH:6][c:7]2[c:8]1[s:9][c:10](-[c:12]1[n:13][c:14]([NH:18][CH2:19][CH2:20][CH2:21][N:22]3[CH2:23][CH2:24][N:25]([CH3:28])[CH2:26][CH2:27]3)[n:15][cH:16][cH:17]1)[cH:11]2.